The task is: describe an organic reaction: reactants, conditions, products, and yield. This data is from the Open Reaction Database (ORD), a public repository of structured organic reaction records. Starting materials: ClCCC(COC1=CC=CC=C1)O (4-chloro-1-phenoxy-2-butanol), N1(CCNCC1)C1=CC=C(C#N)C=C1 (4-(1-piperazinyl)benzonitrile). Product: O(C1=CC=CC=C1)CC(CCN1CCN(CC1)C1=CC=C(C=C1)C#N)O (1-Phenoxy-4-[4-(4-cyanophenyl)-1-piperazinyl]-2-butanol). RXN SMILES: Cl[CH2:2][CH2:3][CH:4]([OH:13])[CH2:5][O:6][C:7]1[CH:12]=[CH:11][CH:10]=[CH:9][CH:8]=1.[N:14]1([C:20]2[CH:27]=[CH:26][C:23]([C:24]#[N:25])=[CH:22][CH:21]=2)[CH2:19][CH2:18][NH:17][CH2:16][CH2:15]1>>[O:6]([CH2:5][CH:4]([OH:13])[CH2:3][CH2:2][N:17]1[CH2:16][CH2:15][N:14]([C:20]2[CH:21]=[CH:22][C:23]([C:24]#[N:25])=[CH:26][CH:27]=2)[CH2:19][CH2:18]1)[C:7]1[CH:12]=[CH:11][CH:10]=[CH:9][CH:8]=1. Procedure details: Following the procedure of Example 25, the title compound is prepared from 4-chloro-1-phenoxy-2-butanol and 4-(1-piperazinyl)benzonitrile.